The task is: describe an organic reaction: reactants, conditions, products, and yield. This data is from the Open Reaction Database (ORD), a public repository of structured organic reaction records. Reactants: ClC1=C2N=C(N(C2=NC=N1)CC(C)(C)C)CO (6-chloro-8-hydroxymethyl-N9-neopentylpurine), P(Br)(Br)Br (phosphorus tribromide). The solvent is C(Cl)Cl (methylene chloride). Yields the product ClC1=C2N=C(N(C2=NC=N1)CC(C)(C)C)CBr (6-chloro-8-bromomethyl-N9-neopentylpurine). Reaction SMILES: [Cl:1][C:2]1[N:10]=[CH:9][N:8]=[C:7]2[C:3]=1[N:4]=[C:5]([CH2:16]O)[N:6]2[CH2:11][C:12]([CH3:15])([CH3:14])[CH3:13].P(Br)(Br)[Br:19]>C(Cl)Cl>[Cl:1][C:2]1[N:10]=[CH:9][N:8]=[C:7]2[C:3]=1[N:4]=[C:5]([CH2:16][Br:19])[N:6]2[CH2:11][C:12]([CH3:15])([CH3:14])[CH3:13]. Reported procedure: A solution of 6-chloro-8-hydroxymethyl-N9-neopentylpurine (1 mmol) in methylene chloride was treated with phosphorus tribromide (1 mmol) at 25° C. for 6 h. Extraction and chromatography afforded 6-chloro-8-bromomethyl-N9-neopentylpurine as a white solid. TLC: Rf=0.64, 25% EtOAc-hexane. The reactants are ClC1=C(C=CC=C1)N1N=C(C=C1O)C(F)(F)F (1-(2-chlorophenyl)-3-(trifluoromethyl)-1H-pyrazol-5-ol), BrCC(=O)OC (methyl bromoacetate), C(=O)([O-])[O-].[K+].[K+] (K2CO3). Run in C(C)#N (acetonitrile). Conditions: temperature 85 celsius, time 8 hour. Product: ClC1=C(C=CC=C1)N1N=C(C=C1OCC(=O)OC)C(F)(F)F (methyl {[1-(2-chlorophenyl)-3-(trifluoromethyl)-1H-pyrazol-5-yl]oxy}acetate). Yield: 53.8%. Reaction SMILES: [Cl:1][C:2]1[CH:7]=[CH:6][CH:5]=[CH:4][C:3]=1[N:8]1[C:12]([OH:13])=[CH:11][C:10]([C:14]([F:17])([F:16])[F:15])=[N:9]1.Br[CH2:19][C:20]([O:22][CH3:23])=[O:21].C([O-])([O-])=O.[K+].[K+]>C(#N)C>[Cl:1][C:2]1[CH:7]=[CH:6][CH:5]=[CH:4][C:3]=1[N:8]1[C:12]([O:13][CH2:19][C:20]([O:22][CH3:23])=[O:21])=[CH:11][C:10]([C:14]([F:17])([F:15])[F:16])=[N:9]1 |f:2.3.4|. Procedure: A mixture of 1-(2-chlorophenyl)-3-(trifluoromethyl)-1H-pyrazol-5-ol (0.26 g, 1 mmol), methyl bromoacetate (0.195 mL, 2 mmol) and K2CO3 (276 mg, 2 mmol) in acetonitrile (2 mL) was shaken overnight at 85° C. After cooling, solid was removed by filtration and washed with acetonitrile. The filtrate was evaporated to give a crude, which was purified by chromatography on silica gel eluting with EtOAc-Hexane (1:4) to give methyl {[1-(2-chlorophenyl)-3-(trifluoromethyl)-1H-pyrazol-5-yl]oxy}acetate (180 ... Reactants: O=C1CCC(=O)N1Br, CC(C)(C)c1ccccc1Oc1ncccc1N, CN(C)C=O, O. Product: CC(C)(C)c1ccccc1Oc1nc(Br)ccc1N. RXN SMILES: [Br:1][N:2]1[C:3](=[O:4])[CH2:5][CH2:6][C:7]1=[O:8].[C:9]([CH3:10])([CH3:11])([CH3:12])[c:13]1[c:14]([O:15][c:16]2[n:17][cH:18][cH:19][cH:20][c:21]2[NH2:22])[cH:23][cH:24][cH:25][cH:26]1.[O:27]=[CH:28][N:29]([CH3:30])[CH3:31].[OH2:32]>>[Br:1][c:18]1[n:17][c:16]([O:15][c:14]2[c:13]([C:9]([CH3:10])([CH3:11])[CH3:12])[cH:26][cH:25][cH:24][cH:23]2)[c:21]([NH2:22])[cH:20][cH:19]1. Starting materials: Cl (hydrochloric acid), [H-].[Na+] (sodium hydride), C1(C=CCCC1)=O (cyclohexenone), CCOC(=O)CC(=O)C1=CC=CC=C1 (ethyl benzoyl acetate). Solvent: C1(=CC=CC=C1)C (toluene). Conditions: time 36 hour. Product: C(C1=CC=CC=C1)(=O)C(C(=O)OCC)C1CC(CCC1)=O (Ethyl benzoyl-(3-oxocyclohexyl)acetate). The yield is 66.6%. RXN SMILES: [H-].[Na+].[CH3:3][CH2:4][O:5][C:6]([CH2:8][C:9]([C:11]1[CH:16]=[CH:15][CH:14]=[CH:13][CH:12]=1)=[O:10])=[O:7].[C:17]1(=[O:23])[CH2:22][CH2:21][CH2:20][CH:19]=[CH:18]1.Cl>C1(C)C=CC=CC=1>[C:9]([CH:8]([CH:19]1[CH2:20][CH2:21][CH2:22][C:17](=[O:23])[CH2:18]1)[C:6]([O:5][CH2:4][CH3:3])=[O:7])(=[O:10])[C:11]1[CH:12]=[CH:13][CH:14]=[CH:15][CH:16]=1 |f:0.1|. Procedure: To a suspension of 60 mg (0.0025 mole) of sodium hydride in 7 ml of toluene was added 4.32 ml (0.025 mole) of ethyl benzoyl acetate. After several minutes a solution was obtained to which was added 2.41 ml (0.025 mole) of cyclohexenone. The reaction was stirred 36 hrs. at room temperature and then added to 25 ml 1 N hydrochloric acid--25 ml saturated sodium chloride--150 ml ether. The ether extract was dried over magnesium sulfate and evaporated to an oil. This crude oil was purified via column ... Reactants: air-dried ion, SPC 118, CO (methanol), COC(OC)OC (orthoformic acid trimethyl ester), BrC=1C=C(C=O)C=CC1F (3-bromo-4-fluorobenzaldehyde). Solvent: C1(=CC=CC=C1)C (toluene). Reaction conditions: temperature 50 celsius, time 1 hour. Product: CC(C(=O)O)C.BrC=1C=C(C=O)C=CC1F (3-bromo-4-fluorobenzaldehyde dimethyl acetate). Yield: 162.1%. As a reaction SMILES: CO.C[O:4][CH:5]([O:8]C)OC.[Br:10][C:11]1[CH:12]=[C:13]([CH:16]=[CH:17][C:18]=1[F:19])[CH:14]=[O:15]>C1(C)C=CC=CC=1>[CH3:18][CH:11]([CH3:12])[C:5]([OH:8])=[O:4].[Br:10][C:11]1[CH:12]=[C:13]([CH:16]=[CH:17][C:18]=1[F:19])[CH:14]=[O:15] |f:4.5|. Procedure: 1.5 g of air-dried ion exchanger SPC 118 (H-form of a cation exchanger, strongly acid, macroporous), 16 g (0.5 mole) of methanol and 58.5 g (0.55 mole) of orthoformic acid trimethyl ester were added to a solution of 101.5 g (0.5 mole) of 3-bromo-4-fluorobenzaldehyde in 200 ml of toluene, the mixture was stirred for a further 1 hour without a bath and was then warmed at 50° C. for 2 hours. The reaction mixture was cooled, filtered to remove the ion exchanger and washed with 200 ml of 5% strength ... Starting materials: [Br-], CCOC(=O)CCc1cc(C(=O)O)ccc1OCC(C)C, C[Mg+], CCOC(C)=O, CN(C)C=O, [Cl-], O=C(Cl)C(=O)Cl, [NH4+], C1CCOC1, O, c1cc[nH]c1. Yields the product CCOC(=O)CCc1cc(C(=O)c2ccc[nH]2)ccc1OCC(C)C. Reaction SMILES: [Br-:33].[CH2:1]([CH3:2])[O:3][C:4]([CH2:5][CH2:6][c:7]1[cH:8][c:9]([C:10](=[O:11])[OH:12])[cH:13][cH:14][c:15]1[O:16][CH2:17][CH:18]([CH3:19])[CH3:20])=[O:21].[CH3:34][Mg+:35].[CH3:43][CH2:44][O:45][C:46](=[O:47])[CH3:48].[CH3:50][N:51]([CH3:52])[CH:53]=[O:54].[Cl-:36].[Cl:22][C:23]([C:24]([Cl:25])=[O:26])=[O:27].[NH4+:37].[O:38]1[CH2:39][CH2:40][CH2:41][CH2:42]1.[OH2:49].[nH:28]1[cH:29][cH:30][cH:31][cH:32]1>>[CH2:1]([CH3:2])[O:3][C:4]([CH2:5][CH2:6][c:7]1[cH:8][c:9]([C:10](=[O:12])[c:29]2[nH:28][cH:32][cH:31][cH:30]2)[cH:13][cH:14][c:15]1[O:16][CH2:17][CH:18]([CH3:19])[CH3:20])=[O:21]. Reactants: C(C=C)C1=CC=CC2=C1CCS2 (4-allyl-2,3-dihydrobenzothiophene), C(C=C)C1=CC2=C(CCS2)C=C1 (6-allyl-2,3-dihydrobenzothiophene), OC=1C=CC2=C(CCS2)C1 (5-hydroxy-2,3-dihydrobenzothiophene). Yields the product C(C=C)C1=CC2=C(CCS2)C=C1O (6-Allyl-5-hydroxy-2,3-dihydrobenzothiophene). As a reaction SMILES: C(C1C2CCSC=2C=CC=1)C=C.[CH2:13]([C:16]1[CH:24]=[CH:23][C:19]2[CH2:20][CH2:21][S:22][C:18]=2[CH:17]=1)[CH:14]=[CH2:15].[OH:25]C1C=CC2SCCC=2C=1>>[CH2:13]([C:16]1[C:24]([OH:25])=[CH:23][C:19]2[CH2:20][CH2:21][S:22][C:18]=2[CH:17]=1)[CH:14]=[CH2:15]. Procedure details: To a solution of BCl3 in methylene chloride (5.5 mL, 1.0M, 5.5 mmole) under N2 at -25° C. was added dropwise a solution of 5-allyloxy-2,3-dihydrobenzothiophene (1.0 g, 5.2 mmole) in methylene chloride (10 mL) keeping the temperature between -25° and -15° C. (10 minutes). The reaction mixture was stirred at -15° C. for 15 minutes. The cooling bath was then removed and the reaction mixture allowed to stir for another 1.5 hours. The reaction mixture was then poured into ice water (70 mL). An additi... Starting materials: O1NC(NC(C1)=O)=O (6H-1,2,4-oxadiazin-3,5(2H,4H)-dione), C(CCCCCCCCCCC)N (dodecylamine), C[Si](N[Si](C)(C)C)(C)C (hexamethyldisilazane). Reagents/catalysts: S(=O)(=O)([O-])[O-].[NH4+].[NH4+] (ammonium sulfate). Run in O1CCOCC1 (dioxane). Product: C(CCCCCCCCCCC)NC1=NC(NOC1)=O (5-dodecylamino-6H-1,2,4-oxadiazin-3(2H)-one). The yield is 88.2%. Reaction SMILES: [O:1]1[CH2:6][C:5](=O)[NH:4][C:3](=[O:8])[NH:2]1.[CH2:9]([NH2:21])[CH2:10][CH2:11][CH2:12][CH2:13][CH2:14][CH2:15][CH2:16][CH2:17][CH2:18][CH2:19][CH3:20].C[Si](C)(C)N[Si](C)(C)C>S([O-])([O-])(=O)=O.[NH4+].[NH4+].O1CCOCC1>[CH2:9]([NH:21][C:5]1[CH2:6][O:1][NH:2][C:3](=[O:8])[N:4]=1)[CH2:10][CH2:11][CH2:12][CH2:13][CH2:14][CH2:15][CH2:16][CH2:17][CH2:18][CH2:19][CH3:20] |f:3.4.5|. Procedure details: A solution of 1.16 g (0.010 mole) of 6H-1,2,4-oxadiazin-3,5(2H,4H)-dione, 5 mg of ammonium sulfate, 2.22 g (0.012 mole) of dodecylamine and 20 ml of hexamethyldisilazane in 40 ml of freshly distilled dry dioxane is refluxed for 17 hours. After cooling, the dioxane and hexamethyldisilazane are removed in vacuo and the syrupy residue is dried on a vacuum pump for 2 hours. The resulting semi-solid residue is triturated with 100 ml of petroleum ether and filtered to yield 2.5 g (88 percent) of 5-dod...